Dataset: the Open Reaction Database (ORD), a public repository of structured organic reaction records. Task: describe an organic reaction: reactants, conditions, products, and yield Reactants: C(C)(C)(C)OC(N(C1=CC=NC=C1)CCOC1=CC(=CC(=C1)C(N(CCCN1N=CN=N1)C1=CC(=CC=C1)F)=O)Cl)=O ({2-[3-chloro-5-(3-fluorophenyl-(3-tetrazol-2-yl-propyl)-carbamoyl)-phenoxy]-ethyl}-pyridin-4-yl-carbamic acid tert-butyl ester). Solvent: FC(C(=O)O)(F)F (trifluoroacetic acid), ClCCl (dichloromethane). Yields the product ClC=1C=C(C(=O)N(CCCN2N=CN=N2)C2=CC(=CC=C2)F)C=C(C1)OCCNC1=CC=NC=C1 (3-Chloro-N-(3-fluoro-phenyl)-5-[2-(pyridin-4-ylamino)-ethoxy]-N-(3-tetrazol-2-yl-propyl)-benzamide). The yield is 72.1%. RXN SMILES: C(OC(=O)[N:7]([CH2:14][CH2:15][O:16][C:17]1[CH:22]=[C:21]([C:23](=[O:40])[N:24]([C:33]2[CH:38]=[CH:37][CH:36]=[C:35]([F:39])[CH:34]=2)[CH2:25][CH2:26][CH2:27][N:28]2[N:32]=[N:31][CH:30]=[N:29]2)[CH:20]=[C:19]([Cl:41])[CH:18]=1)[C:8]1[CH:13]=[CH:12][N:11]=[CH:10][CH:9]=1)(C)(C)C>FC(F)(F)C(O)=O.ClCCl>[Cl:41][C:19]1[CH:20]=[C:21]([CH:22]=[C:17]([O:16][CH2:15][CH2:14][NH:7][C:8]2[CH:9]=[CH:10][N:11]=[CH:12][CH:13]=2)[CH:18]=1)[C:23]([N:24]([C:33]1[CH:38]=[CH:37][CH:36]=[C:35]([F:39])[CH:34]=1)[CH2:25][CH2:26][CH2:27][N:28]1[N:32]=[N:31][CH:30]=[N:29]1)=[O:40]. Procedure: A solution of {2-[3-chloro-5-(3-fluorophenyl-(3-tetrazol-2-yl-propyl)-carbamoyl)-phenoxy]-ethyl}-pyridin-4-yl-carbamic acid tert-butyl ester (0.07 g) in trifluoroacetic acid (0.75 ml) and dichloromethane (0.75 ml) was stirred at room temperature for 1 h then concentrated under vacuum. The residue was purified by flash chromatography, eluting with dichloromethane/methanol/ammonia (90:10:1) to give the title compound as a white foam (0.042 g). Starting materials: BrCC1=CC=C(C=C1)S(=O)(=O)C1=CC=CC=C1 (1-(bromomethyl)-4-(phenylsulfonyl)benzene), COP(OC)OC (trimethylphosphite). Yields the product C1(=CC=CC=C1)S(=O)(=O)C1=CC=C(CP(OC)(OC)=O)C=C1 (dimethyl [4-(phenylsulfonyl)benzyl]phosphonate). Isolated yield 86.0%. Reaction SMILES: Br[CH2:2][C:3]1[CH:8]=[CH:7][C:6]([S:9]([C:12]2[CH:17]=[CH:16][CH:15]=[CH:14][CH:13]=2)(=[O:11])=[O:10])=[CH:5][CH:4]=1.[CH3:18][O:19][P:20]([O:23]C)[O:21][CH3:22]>>[C:12]1([S:9]([C:6]2[CH:7]=[CH:8][C:3]([CH2:2][P:20](=[O:23])([O:21][CH3:22])[O:19][CH3:18])=[CH:4][CH:5]=2)(=[O:11])=[O:10])[CH:17]=[CH:16][CH:15]=[CH:14][CH:13]=1. Reported procedure: 1-(Bromomethyl)-4-(phenylsulfonyl)benzene (Step 1, 10.1 g, 32.5 mmol) was heated to reflux in trimethylphosphite (40 mL) for 16 hours. The cooled reaction was azeotroped with xylene then purified by flash column chromatography on silica, eluting with ethyl acetate to give dimethyl [4-(phenylsulfonyl)benzyl]phosphonate (9.5 g, 86%). δH (360 MHz, CDCl3): 7.92–7.84 (4H, m), 7.55–7.39 (5H, m), 3.64 (6H, d, J=10.9 Hz), 3.16 (2H, d, J=21.6 Hz). Reactants: C[O-], CO, Nc1cnc(Cl)nc1Cl, [Na+]. The product is COc1nc(Cl)ncc1N. Reaction SMILES: [CH3:10][O-:11].[CH3:13][OH:14].[NH2:1][c:2]1[c:3]([Cl:9])[n:4][c:5]([Cl:8])[n:6][cH:7]1.[Na+:12]>>[NH2:1][c:2]1[c:3]([O:11][CH3:10])[n:4][c:5]([Cl:8])[n:6][cH:7]1. The reactants are [Cl-].[Al+3].[Cl-].[Cl-] (aluminium chloride), Cl (hydrochloric acid), C=1(C(OC)=CC=CC1)OC (veratrole), C1(CCCC(=O)O1)=O (glutaric anhydride). Run in [N+](=O)([O-])C1=CC=CC=C1 (nitrobenzene), [N+](=O)([O-])C1=CC=CC=C1 (nitrobenzene). Conditions: time 18 hour. Yields the product COC=1C=C(C=CC1OC)C(CCCC(=O)O)=O (5-(3,4-Dimethoxyphenyl)-5-ketopentanoic acid). RXN SMILES: [C:1]1([O:9][CH3:10])[C:2](=[CH:5][CH:6]=[CH:7][CH:8]=1)[O:3][CH3:4].[C:11]1(=[O:18])[O:17][C:15](=[O:16])[CH2:14][CH2:13][CH2:12]1.[Cl-].[Al+3].[Cl-].[Cl-].Cl>[N+](C1C=CC=CC=1)([O-])=O>[CH3:4][O:3][C:2]1[CH:5]=[C:6]([C:11](=[O:18])[CH2:12][CH2:13][CH2:14][C:15]([OH:17])=[O:16])[CH:7]=[CH:8][C:1]=1[O:9][CH3:10] |f:2.3.4.5|. Procedure: A solution containing 36 g of veratrole and 30 g glutaric anhydride in 120 ml of nitrobenzene was gradually added while stirring and cooling at 0° C. to a mixture of 72 g of anhydrous aluminium chloride and 240 ml of nitrobenzene. The mixture was stirred for 1 h at 0° C. and then for 18 h at 20° C. Ice and hydrochloric acid were added to the reaction mixture. Nitrobenzene layer was separated and to this ethyl acetate was added whereupon the product crystallized. After filtering the crystals were... Starting materials: [Al+3], Cn1cccc1C(=O)c1ccc([N+](=O)[O-])cc1, [Cl-], [Cl-], [Cl-], O=C(Cl)CCl, ClCCCl, Cl. The product is Cn1cc(C(=O)CCl)cc1C(=O)c1ccc([N+](=O)[O-])cc1. As a reaction SMILES: [Al+3:2].[CH3:5][n:6]1[c:7]([C:11](=[O:12])[c:13]2[cH:14][cH:15][c:16]([N+:19](=[O:20])[O-:21])[cH:17][cH:18]2)[cH:8][cH:9][cH:10]1.[Cl-:1].[Cl-:3].[Cl-:4].[Cl:22][CH2:23][C:24](=[O:25])[Cl:26].[Cl:28][CH2:29][CH2:30][Cl:31].[ClH:27]>>[CH3:5][n:6]1[c:7]([C:11](=[O:12])[c:13]2[cH:14][cH:15][c:16]([N+:19](=[O:20])[O-:21])[cH:17][cH:18]2)[cH:8][c:9]([C:24]([CH2:23][Cl:22])=[O:25])[cH:10]1. Starting materials: CCOC(=O)C(=O)OCC, C1CCOC1, [Li]CCCC, COc1cccs1, CCCCCC, [Li]c1cccs1. Yields the product CCOC(=O)C(=O)c1ccc(OC)s1. As a reaction SMILES: [C:19]([C:20](=[O:21])[O:22][CH2:23][CH3:24])(=[O:25])[O:26][CH2:27][CH3:28].[CH2:29]1[O:30][CH2:31][CH2:32][CH2:33]1.[CH2:8]([Li:9])[CH2:10][CH2:11][CH3:12].[CH3:1][O:2][c:3]1[s:4][cH:5][cH:6][cH:7]1.[CH3:34][CH2:35][CH2:36][CH2:37][CH2:38][CH3:39].[s:13]1[cH:14][cH:15][cH:16][c:17]1[Li:18]>>[CH3:1][O:2][c:3]1[s:4][c:5]([C:19]([C:20](=[O:21])[O:22][CH2:23][CH3:24])=[O:25])[cH:6][cH:7]1. Starting materials: CC(=O)[O-], CCO, O=Cc1ccc2ccccc2c1, Cl, [NH4+], O=C(O)CC(=O)O. Product: NC(CC(=O)O)c1ccc2ccccc2c1, Cl. Reaction SMILES: [CH3:21][C:22](=[O:23])[O-:24].[CH3:26][CH2:27][OH:28].[CH:1](=[O:2])[c:3]1[cH:4][c:5]2[cH:6][cH:7][cH:8][cH:9][c:10]2[cH:11][cH:12]1.[ClH:25].[NH4+:20].[OH:13][C:14](=[O:15])[CH2:16][C:17](=[O:18])[OH:19]>>[CH:1]([c:3]1[cH:4][c:5]2[cH:6][cH:7][cH:8][cH:9][c:10]2[cH:11][cH:12]1)([CH2:16][C:14]([OH:13])=[O:15])[NH2:20].[ClH:25].